Task: describe an organic reaction: reactants, conditions, products, and yield. Dataset: the Open Reaction Database (ORD), a public repository of structured organic reaction records Reactants: N(=NC(=O)OCC)C(=O)OCC (diethyl azodicarboxylate), FC=1C=C(C=CC1OC1=CC=NC2=CC(=CC=C12)OC)NC(=O)C=1C(N(N(C1C)CCO)C1=CC=CC=C1)=O (N-(3-fluoro-4-(7-methoxyquinolin-4-yloxy)phenyl)-1-(2-hydroxyethyl)-5-methyl-3-oxo-2-phenyl-2,3-dihydro-1H-pyrazole-4-carboxamide), C1(C=2C(C(N1)=O)=CC=CC2)=O (phthalimide), C1(=CC=CC=C1)P(C1=CC=CC=C1)C1=CC=CC=C1 (triphenyl phosphine). Solvent: C(Cl)Cl (CH2Cl2). Conditions: time 16 hour. Yields the product O=C1N(C(C2=CC=CC=C12)=O)CCN1N(C(C(=C1C)C(=O)NC1=CC(=C(C=C1)OC1=CC=NC2=CC(=CC=C12)OC)F)=O)C1=CC=CC=C1 (1-(2-(1,3-dioxo-1,3-dihydro-2H-isoindol-2-yl)ethyl)-N-(3-fluoro-4-((7-(methyloxy)-4-quinolinyl)oxy)phenyl)-5-methyl-3-oxo-2-phenyl-2,3-dihydro-1H-pyrazole-4-carboxamide). Yield: 88.0%. Reaction SMILES: [F:1][C:2]1[CH:3]=[C:4]([NH:21][C:22]([C:24]2[C:25](=[O:39])[N:26]([C:33]3[CH:38]=[CH:37][CH:36]=[CH:35][CH:34]=3)[N:27]([CH2:30][CH2:31]O)[C:28]=2[CH3:29])=[O:23])[CH:5]=[CH:6][C:7]=1[O:8][C:9]1[C:18]2[C:13](=[CH:14][C:15]([O:19][CH3:20])=[CH:16][CH:17]=2)[N:12]=[CH:11][CH:10]=1.[C:40]1(=[O:50])[NH:44][C:43](=[O:45])[C:42]2=[CH:46][CH:47]=[CH:48][CH:49]=[C:41]12.C1(P(C2C=CC=CC=2)C2C=CC=CC=2)C=CC=CC=1.N(C(OCC)=O)=NC(OCC)=O>C(Cl)Cl>[O:45]=[C:43]1[C:42]2[C:41](=[CH:49][CH:48]=[CH:47][CH:46]=2)[C:40](=[O:50])[N:44]1[CH2:31][CH2:30][N:27]1[C:28]([CH3:29])=[C:24]([C:22]([NH:21][C:4]2[CH:5]=[CH:6][C:7]([O:8][C:9]3[C:18]4[C:13](=[CH:14][C:15]([O:19][CH3:20])=[CH:16][CH:17]=4)[N:12]=[CH:11][CH:10]=3)=[C:2]([F:1])[CH:3]=2)=[O:23])[C:25](=[O:39])[N:26]1[C:33]1[CH:34]=[CH:35][CH:36]=[CH:37][CH:38]=1. Procedure: To a solution of N-(3-fluoro-4-(7-methoxyquinolin-4-yloxy)phenyl)-1-(2-hydroxyethyl)-5-methyl-3-oxo-2-phenyl-2,3-dihydro-1H-pyrazole-4-carboxamide (0.20 g, 0.38 mmol) and phthalimide (0.11 g, 0.76 mmol) in 10 mL of CH2Cl2 was added triphenyl phosphine (0.13 ml, 0.57 mmol), followed by diethyl azodicarboxylate (0.089 ml, 0.57 mmol) via a syringe. The reaction mixture was stirred at RT for 16 hours. The resulting solution was concentrated in vacuo, and the residue was purified by silica gel chroma...